Dataset: the Open Reaction Database (ORD), a public repository of structured organic reaction records. Task: describe an organic reaction: reactants, conditions, products, and yield The reactants are OC=1C(=C2C(CC(OC2=C(C1C)C)(C)COC1=CC=C(CC2C(NC(S2)=O)=O)C=C1)=O)C (5-[4-(6hydroxy-2,5,7,8-tetramethyl-4-oxochroman-2-ylmethoxy)benzyl]thiazolidine-2,4-dione), C([O-])([O-])=O.[K+].[K+] (potassium carbonate), Cl.NO (hydroxylamine hydrochloride), CO (methanol). Solvent: C(C)(=O)OCC (ethyl acetate), N1=CC=CC=C1 (pyridine). The product is OC=1C(=C2/C(/CC(OC2=C(C1C)C)(C)COC1=CC=C(CC2C(NC(S2)=O)=O)C=C1)=N/O)C (5-{4-[6-Hydroxy-4-(E)-hydroxyimino-2,5,7,8-tetramethylchroman-2-ylmethoxy]benzyl}thiazolidine -2,4-dione). Reaction SMILES: [OH:1][C:2]1[C:3]([CH3:32])=[C:4]2[C:9](=[C:10]([CH3:13])[C:11]=1[CH3:12])[O:8][C:7]([CH2:15][O:16][C:17]1[CH:30]=[CH:29][C:20]([CH2:21][CH:22]3[S:26][C:25](=[O:27])[NH:24][C:23]3=[O:28])=[CH:19][CH:18]=1)([CH3:14])[CH2:6][C:5]2=O.Cl.[NH2:34][OH:35].CO.C(=O)([O-])[O-].[K+].[K+]>C(OCC)(=O)C.N1C=CC=CC=1>[OH:1][C:2]1[C:3]([CH3:32])=[C:4]2[C:9](=[C:10]([CH3:13])[C:11]=1[CH3:12])[O:8][C:7]([CH2:15][O:16][C:17]1[CH:18]=[CH:19][C:20]([CH2:21][CH:22]3[S:26][C:25](=[O:27])[NH:24][C:23]3=[O:28])=[CH:29][CH:30]=1)([CH3:14])[CH2:6]/[C:5]/2=[N:34]\[OH:35] |f:1.2,4.5.6|. Reported procedure: A mixture of 5 g of 5-[4-(6hydroxy-2,5,7,8-tetramethyl-4-oxochroman-2-ylmethoxy)benzyl]thiazolidine-2,4-dione (prepared as described in Example 22 of copending U.S. Ser. No. 644,996), 3 g of hydroxylamine hydrochloride, 50 g of methanol and 3 g of pyridine was stirred for 1 week at room temperature. At the end of this time, ethyl acetate and an aqueous solution of potassium carbonate were added. The organic layer was separated and dried over anhydrous sodium sulfate. The solvent was distilled of... Starting materials: C[Si](C)(C)c1cc(C(=O)O)cc([Si](C)(C)C)c1, CC#N, CCOC(C)=O, CCOC(=O)C=Cc1ccc(N)nc1, O, O=P(Cl)(Cl)Cl, c1ccncc1. The product is CCOC(=O)C=Cc1ccc(NC(=O)c2cc([Si](C)(C)C)cc([Si](C)(C)C)c2)nc1. Reaction SMILES: [CH3:1][Si:2]([c:3]1[cH:4][c:5]([C:6](=[O:7])[OH:8])[cH:9][c:10]([Si:12]([CH3:13])([CH3:14])[CH3:15])[cH:11]1)([CH3:16])[CH3:17].[CH3:43][C:44]#[N:45].[CH3:46][CH2:47][O:48][C:49](=[O:50])[CH3:51].[NH2:24][c:25]1[cH:26][cH:27][c:28]([CH:31]=[CH:32][C:33](=[O:34])[O:35][CH2:36][CH3:37])[cH:29][n:30]1.[OH2:52].[P:38]([Cl:39])([Cl:40])([Cl:41])=[O:42].[cH:18]1[cH:19][cH:20][n:21][cH:22][cH:23]1>>[CH3:1][Si:2]([c:3]1[cH:4][c:5]([C:6](=[O:8])[NH:24][c:25]2[cH:26][cH:27][c:28]([CH:31]=[CH:32][C:33](=[O:34])[O:35][CH2:36][CH3:37])[cH:29][n:30]2)[cH:9][c:10]([Si:12]([CH3:13])([CH3:14])[CH3:15])[cH:11]1)([CH3:16])[CH3:17]. Starting materials: [Al+3], CCc1cc(C#N)ccc1-c1ccccc1, C1CCOC1, CCO, CCOCC, [H-], [H-], [H-], [H-], [K+], [Li+], [OH-]. Yields the product CCc1cc(CO)ccc1-c1ccccc1. As a reaction SMILES: [Al+3:20].[CH2:1]([CH3:2])[c:3]1[c:4](-[c:11]2[cH:12][cH:13][cH:14][cH:15][cH:16]2)[cH:5][cH:6][c:7]([C:9]#[N:10])[cH:8]1.[CH2:33]1[O:34][CH2:35][CH2:36][CH2:37]1.[CH3:25][CH2:26][OH:27].[CH3:28][CH2:29][O:30][CH2:31][CH3:32].[H-:19].[H-:22].[H-:23].[H-:24].[K+:18].[Li+:21].[OH-:17]>>[CH2:1]([CH3:2])[c:3]1[c:4](-[c:11]2[cH:12][cH:13][cH:14][cH:15][cH:16]2)[cH:5][cH:6][c:7]([CH2:9][OH:17])[cH:8]1. The reactants are O, CC(N)CO, O=C(Cl)COc1ccc(CCNS(=O)(=O)c2ccccc2)cc1, c1ccccc1. Yields the product CC(CO)NC(=O)COc1ccc(CCNS(=O)(=O)c2ccccc2)cc1. As a reaction SMILES: [OH2:35].[OH:30][CH2:31][CH:32]([CH3:33])[NH2:34].[c:1]1([S:7](=[O:8])(=[O:9])[NH:10][CH2:11][CH2:12][c:13]2[cH:14][cH:15][c:16]([O:17][CH2:18][C:19](=[O:20])[Cl:21])[cH:22][cH:23]2)[cH:2][cH:3][cH:4][cH:5][cH:6]1.[cH:24]1[cH:25][cH:26][cH:27][cH:28][cH:29]1>>[c:1]1([S:7](=[O:8])(=[O:9])[NH:10][CH2:11][CH2:12][c:13]2[cH:14][cH:15][c:16]([O:17][CH2:18][C:19](=[O:20])[NH:34][CH:32]([CH2:31][OH:30])[CH3:33])[cH:22][cH:23]2)[cH:2][cH:3][cH:4][cH:5][cH:6]1. The reactants are COC=1C=C(CC2NCCC3=CC(=C(C=C23)OC(C)C)OC)C=CC1OC (1-(3,4-Dimethoxy-benzyl)-6-methoxy-7-isopropoxy-1,2,3,4-tetrahydroisoquinoline), BrCC(=O)Br (2-bromoacetyl bromide), N[C@@H]1CCC2=CC=CC=C12 ((1R)-1-amino-indane). The product is COC=1C=C(CC2N(CCC3=CC(=C(C=C23)OC(C)C)OC)CC(=O)N[C@@H]2CCC3=CC=CC=C23)C=CC1OC (2-[1-(3,4-Dimethoxy-benzyl)-6-methoxy-7-isopropoxy-3,4-dihydro-1H-isoquinolin-2-yl]-N-[(1R)-indan-1-yl]-acetamide). RXN SMILES: [CH3:1][O:2][C:3]1[CH:4]=[C:5]([CH:23]=[CH:24][C:25]=1[O:26][CH3:27])[CH2:6][CH:7]1[C:16]2[C:11](=[CH:12][C:13]([O:21][CH3:22])=[C:14]([O:17][CH:18]([CH3:20])[CH3:19])[CH:15]=2)[CH2:10][CH2:9][NH:8]1.Br[CH2:29][C:30](Br)=[O:31].[NH2:33][C@H:34]1[C:42]2[C:37](=[CH:38][CH:39]=[CH:40][CH:41]=2)[CH2:36][CH2:35]1>>[CH3:1][O:2][C:3]1[CH:4]=[C:5]([CH:23]=[CH:24][C:25]=1[O:26][CH3:27])[CH2:6][CH:7]1[C:16]2[C:11](=[CH:12][C:13]([O:21][CH3:22])=[C:14]([O:17][CH:18]([CH3:20])[CH3:19])[CH:15]=2)[CH2:10][CH2:9][N:8]1[CH2:29][C:30]([NH:33][C@H:34]1[C:42]2[C:37](=[CH:38][CH:39]=[CH:40][CH:41]=2)[CH2:36][CH2:35]1)=[O:31]. Procedure: prepared by reaction of 1-(3,4-Dimethoxy-benzyl)-6-methoxy-7-isopropoxy-1,2,3,4-tetrahydroisoquinoline and 2-bromoacetyl bromide with (1R)-1-amino-indane Starting materials: Cc1ccc(S(=O)(=O)OCC(O)COC(C)(C)C)cc1, N#Cc1ccccc1O, COCCO, [Na], O. The product is CC(C)(C)OCC(O)COc1ccccc1C#N. RXN SMILES: [C:11]([CH3:12])([CH3:13])([CH3:14])[O:15][CH2:16][CH:17]([CH2:18][O:19][S:20]([c:21]1[cH:22][cH:23][c:24]([CH3:25])[cH:26][cH:27]1)(=[O:28])=[O:29])[OH:30].[C:1](#[N:2])[c:3]1[c:4]([OH:9])[cH:5][cH:6][cH:7][cH:8]1.[CH3:32][O:33][CH2:34][CH2:35][OH:36].[Na:10].[OH2:31]>>[C:1](#[N:2])[c:3]1[c:4]([O:9][CH2:18][CH:17]([CH2:16][O:15][C:11]([CH3:12])([CH3:13])[CH3:14])[OH:30])[cH:5][cH:6][cH:7][cH:8]1. The reactants are CCCCCCCCC=CCCCCCCCC(=O)O, Nc1ccc(N)cc1. Product: CCCCCCCCC=CCCCCCCCC(=O)Nc1ccc(N)cc1. RXN SMILES: [CH3:1][CH2:2][CH2:3][CH2:4][CH2:5][CH2:6][CH2:7][CH2:8][CH:9]=[CH:10][CH2:11][CH2:12][CH2:13][CH2:14][CH2:15][CH2:16][CH2:17][C:18]([OH:19])=[O:20].[c:21]1([NH2:28])[cH:22][cH:23][c:24]([NH2:27])[cH:25][cH:26]1>>[CH3:1][CH2:2][CH2:3][CH2:4][CH2:5][CH2:6][CH2:7][CH2:8][CH:9]=[CH:10][CH2:11][CH2:12][CH2:13][CH2:14][CH2:15][CH2:16][CH2:17][C:18](=[O:20])[NH:27][c:24]1[cH:23][cH:22][c:21]([NH2:28])[cH:26][cH:25]1.